The task is: describe an organic reaction: reactants, conditions, products, and yield. This data is from the Open Reaction Database (ORD), a public repository of structured organic reaction records. Reactants: C1(N(C=CN1c1c(cccc1C(C)C)C(C)C)c1c(cccc1C(C)C)C(C)C)(F)F, n1c(nc2c(c1c1cnc(nc1)N)CCN2C1CC(C1)(F)F)N1CCOC[C@@H]1CO. Reagents/catalysts: c1ccc(cc1)-c2c3ccccc3cc4ccccc24 (9-Phenylanthracene). Run in C1CCOC1 (THF). RXN SMILES: [NH2:1][c:2]1[n:7][cH:6][c:5]([c:8]2[c:16]([c:12]3[n:11][c:10]([N:23]4[C@@H:28]([CH2:29]O)[CH2:27][O:26][CH2:25][CH2:24]4)[n:9]2)[CH2:15][CH2:14][N:13]3[CH:17]5[CH2:22][C:19]([F:21])([F:20])[CH2:18]5)[cH:4][n:3]1.CC(c1c(N2C(F)([F:30])N(c3c(C(C)C)cccc3C(C)C)C=C2)c(C(C)C)ccc1)C>>[NH2:1][c:2]1[n:7][cH:6][c:5]([c:8]2[c:16]([c:12]3[n:11][c:10]([N:23]4[C@@H:28]([CH2:29][F:30])[CH2:27][O:26][CH2:25][CH2:24]4)[n:9]2)[CH2:15][CH2:14][N:13]3[CH:17]5[CH2:22][C:19]([F:21])([F:20])[CH2:18]5)[cH:4][n:3]1. Conditions: temperature 25 celsius, time 18 hour. The product is Nc1ncc(cn1)c2nc(nc3N(CCc23)C4CC(F)(F)C4)N5CCOC[C@@H]5CF.